This data is from the Open Reaction Database (ORD), a public repository of structured organic reaction records. The task is: describe an organic reaction: reactants, conditions, products, and yield The reactants are BrC=1SC2=C(N1)C=CC(=C2)C (2-bromo-6-methylbenzothiazole), NC1=C(C=C(C=C1)CC(=O)OC)Cl (methyl 4-amino-3-chlorophenylacetate), C1(=CC=C(C=C1)S(=O)(=O)[O-])C.[NH+]1=CC=CC=C1 (pyridinium p-toluenesulfonate). Run in C=1(C(=CC=CC1)C)C (xylene). Product: ClC=1C=C(C=CC1NC=1SC2=C(N1)C=CC(=C2)C)CC(=O)OC (methyl (3-chloro-4-(6-methyl-2-benzothiazolyl)aminophenyl)acetate). Yield: 25.6%. Reaction SMILES: Br[C:2]1[S:3][C:4]2[CH:10]=[C:9]([CH3:11])[CH:8]=[CH:7][C:5]=2[N:6]=1.[NH2:12][C:13]1[CH:18]=[CH:17][C:16]([CH2:19][C:20]([O:22][CH3:23])=[O:21])=[CH:15][C:14]=1[Cl:24].C1(C)C=CC(S([O-])(=O)=O)=CC=1.[NH+]1C=CC=CC=1>C1(C)C(C)=CC=CC=1>[Cl:24][C:14]1[CH:15]=[C:16]([CH2:19][C:20]([O:22][CH3:23])=[O:21])[CH:17]=[CH:18][C:13]=1[NH:12][C:2]1[S:3][C:4]2[CH:10]=[C:9]([CH3:11])[CH:8]=[CH:7][C:5]=2[N:6]=1 |f:2.3|. Procedure details: In xylene (10 ml), 2-bromo-6-methylbenzothiazole (703 mg, 3.08 mmol), methyl 4-amino-3-chlorophenylacetate (615 mg, 3.08 mmol), and pyridinium p-toluenesulfonate (PPTS) (232 mg, 0.92 mmol) were heated under reflux for 10 hours. After cooling, the reaction mixture was distilled under reduced pressure to remove the solvent. The residue was purified by chromatography on a silica gel column, whereby from n-hexane/ethyl acetate (6:1, v/v) eluate fractions, methyl (3-chloro-4-(6-methyl-2-benzothiazoly... The reactants are COc1ccc2c(c1)CCc1ccccc1C2(O)CCCN(C)C, CC(=O)O, O=C[O-], [NH4+]. Product: COc1ccc2c(c1)CCc1ccccc1C2CCCN(C)C. As a reaction SMILES: [CH3:1][N:2]([CH2:3][CH2:4][CH2:5][C:6]1([OH:23])[c:7]2[c:8]([cH:19][cH:20][cH:21][cH:22]2)[CH2:9][CH2:10][c:11]2[c:12]1[cH:13][cH:14][c:15]([O:17][CH3:18])[cH:16]2)[CH3:24].[CH3:29][C:30](=[O:31])[OH:32].[CH:25]([O-:26])=[O:27].[NH4+:28]>>[CH3:1][N:2]([CH2:3][CH2:4][CH2:5][CH:6]1[c:7]2[c:8]([cH:19][cH:20][cH:21][cH:22]2)[CH2:9][CH2:10][c:11]2[c:12]1[cH:13][cH:14][c:15]([O:17][CH3:18])[cH:16]2)[CH3:24].